Dataset: the Open Reaction Database (ORD), a public repository of structured organic reaction records. Task: describe an organic reaction: reactants, conditions, products, and yield The reactants are COC1=C(CN(C(=O)C2=C(C=CC=C2)S(=O)(=O)NC2=CC=C3C4C(COC3=C2C(=O)OC(C)(C)C)C4)CCCN(C)C)C=CC(=C1)OC (tert-butyl (1aRS,7bSR)-5-{2-[N-(2,4-dimethoxybenzyl)-N-(3-dimethylamino-propyl)carbamoyl]benzenesulfonylamino}-1,1a,2,7b-tetrahydro-cyclopropa-[c]chromene-4-carboxylate), COC1=C(CN(C(=O)C2=C(C=CC=C2)S(=O)(=O)NC2=CC=C3C4C(COC3=C2C(=O)OC(C)(C)C)C4)CCCN(C)C)C=CC(=C1)OC (tert-butyl (1aRS,7bSR)-5-{2-[N-(2,4-dimethoxybenzyl)-N-(3-dimethylamino-propyl)carbamoyl]benzenesulfonylamino}-1,1a,2,7b-tetrahydro-cyclopropa-[c]chromene-4-carboxylate). The solvent is FC(C(=O)O)(F)F (trifluoroacetic acid). Reaction conditions: temperature 30 celsius. Product: CN(CCCNC(=O)C1=C(C=CC=C1)S(=O)(=O)NC1=CC=C2C3C(COC2=C1C(=O)O)C3)C ((1aRS,7bSR)-5-[2-(3-dimethylaminopropylcarbamoyl)benzenesulfonylamino]-1,1a,2,7b-tetrahydrocyclopropa[c]chromene-4-carboxylic acid). Isolated yield 62.2%. As a reaction SMILES: COC1C=C(OC)C=CC=1C[N:6]([CH2:37][CH2:38][CH2:39][N:40]([CH3:42])[CH3:41])[C:7]([C:9]1[CH:14]=[CH:13][CH:12]=[CH:11][C:10]=1[S:15]([NH:18][C:19]1[C:28]([C:29]([O:31]C(C)(C)C)=[O:30])=[C:27]2[C:22]([CH:23]3[CH2:36][CH:24]3[CH2:25][O:26]2)=[CH:21][CH:20]=1)(=[O:17])=[O:16])=[O:8]>FC(F)(F)C(O)=O>[CH3:42][N:40]([CH3:41])[CH2:39][CH2:38][CH2:37][NH:6][C:7]([C:9]1[CH:14]=[CH:13][CH:12]=[CH:11][C:10]=1[S:15]([NH:18][C:19]1[C:28]([C:29]([OH:31])=[O:30])=[C:27]2[C:22]([CH:23]3[CH2:36][CH:24]3[CH2:25][O:26]2)=[CH:21][CH:20]=1)(=[O:17])=[O:16])=[O:8]. Procedure details: A solution of tert-butyl (1aRS,7bSR)-5-{2-[N-(2,4-dimethoxybenzyl)-N-(3-dimethylamino-propyl)carbamoyl]benzenesulfonylamino}-1,1a,2,7b-tetrahydro-cyclopropa-[c]chromene-4-carboxylate (Intermediate 119, 0.03 g) in trifluoroacetic acid (5 mL) was stirred and heated at 30° C. overnight. The mixture was evaporated to dryness and the residue was purified by HPLC (C18) to give (1aRS,7bSR)-5-[2-(3-dimethylaminopropylcarbamoyl)benzenesulfonylamino]-1,1a,2,7b-tetrahydrocyclopropa[c]chromene-4-carboxylic ... Starting materials: FC1=CC=C(C(=C1F)NC1=C(C=C(C=C1)I)F)N (5,6-difluoro-N1-(2-fluoro-4-iodophenyl)benzene-1,2-diamine), ClCCCS(=O)(=O)Cl (3-chloropropane-1-sulfonyl chloride). Product: ClCCCS(=O)(=O)NC1=C(C(=C(C=C1)F)F)NC1=C(C=C(C=C1)I)F (3-Chloro-N-(3,4-difluoro-2-(2-fluoro-4-iodophenylamino)phenyl)propane-1-sulfonamide). Reaction SMILES: [F:1][C:2]1[C:7]([F:8])=[C:6]([NH:9][C:10]2[CH:15]=[CH:14][C:13]([I:16])=[CH:12][C:11]=2[F:17])[C:5]([NH2:18])=[CH:4][CH:3]=1.[Cl:19][CH2:20][CH2:21][CH2:22][S:23](Cl)(=[O:25])=[O:24]>>[Cl:19][CH2:20][CH2:21][CH2:22][S:23]([NH:18][C:5]1[CH:4]=[CH:3][C:2]([F:1])=[C:7]([F:8])[C:6]=1[NH:9][C:10]1[CH:15]=[CH:14][C:13]([I:16])=[CH:12][C:11]=1[F:17])(=[O:25])=[O:24]. Procedure: According to the general procedure A, 5,6-difluoro-N1-(2-fluoro-4-iodophenyl)benzene-1,2-diamine was reacted with 3-chloropropane-1-sulfonyl chloride to obtain the desired product. 1H NMR (500 MHz, CDCl3): 7.39-7.38 (d, 1H), 7.35-7.34 (m, 1H), 7.27-7.26 (m, 1H), 7.10-7.0 (q, 1H), 6.63 (s, 1H, br), 6.15-6.11 (q, 1H), 5.60 (s, 1H, br), 3.60-3.56 (t, 2H), 3.22-3.20 (m, 2H), 2.22-2.16 (m, 2H). Reactants: [K+].OCC1=CC=C(C=C1)C(/C=C/C1=CC=C(C=C1)/C=C/C(=O)[O-])=O ((E)-3-{4-[(E)-3-(4-hydroxymethyl-phenyl)-3-oxo-propenyl]-phenyl}-acrylic acid potassium salt), C(CCl)Cl (EDC), C=1C=CC2=C(C1)N=NN2O (HOBT), TEA, NOC1OCCCC1 (NH2OTHP). The solvent is C1CCOC1 (THF), CN(C)C=O (DMF). Reaction conditions: time 8 hour. The product is OCC1=CC=C(C=C1)C(/C=C/C1=CC=C(C=C1)/C=C/C(=O)NOC1OCCCC1)=O ((E)-3-{4-[(E)-3-(4-hydroxymethyl-phenyl)-3-oxo-propenyl]-phenyl}-N-(tetrahydro-pyran-2-yloxy)-acrylamide). Yield: 70.4%. As a reaction SMILES: [K+].[OH:2][CH2:3][C:4]1[CH:9]=[CH:8][C:7]([C:10](=[O:24])/[CH:11]=[CH:12]/[C:13]2[CH:18]=[CH:17][C:16](/[CH:19]=[CH:20]/[C:21]([O-])=[O:22])=[CH:15][CH:14]=2)=[CH:6][CH:5]=1.C(Cl)CCl.C1C=CC2N(O)N=NC=2C=1.[NH2:39][O:40][CH:41]1[CH2:46][CH2:45][CH2:44][CH2:43][O:42]1>C1COCC1.CN(C=O)C>[OH:2][CH2:3][C:4]1[CH:5]=[CH:6][C:7]([C:10](=[O:24])/[CH:11]=[CH:12]/[C:13]2[CH:14]=[CH:15][C:16](/[CH:19]=[CH:20]/[C:21]([NH:39][O:40][CH:41]3[CH2:46][CH2:45][CH2:44][CH2:43][O:42]3)=[O:22])=[CH:17][CH:18]=2)=[CH:8][CH:9]=1 |f:0.1|. Reported procedure: A mixture of (E)-3-{4-[(E)-3-(4-hydroxymethyl-phenyl)-3-oxo-propenyl]-phenyl}-acrylic acid potassium salt (1.39 g, 4.01 mmol), EDC (1.53 g, 8.03 mmol), HOBT (1.08 g, 8.03 mmol), TEA (1.11 ml, 8.03 mmol), NH2OTHP (939 mg, 8.03 mmol) in THF (20 ml) and DMF (20 ml) was stirred at room temperature overnight and then partitioned between water and AcOEt. The organic phase was washed with water, dried over Na2SO4 and evaporated in vacuo. The resulting solid was triturated with di-isopropylether and fil... The solvent is CS(=O)C (dimethylsulphoxide). The product is C(C1=CC=CC=C1)N1C(CCCCC1)=O (N-Benzyl-caprolactam). Reported procedure: 33.9 g (0.3 mol) of caprolactam are dissolved in 200 ml of absolute dimethylsulphoxide and 100 ml of absolute tetramethyl urea and 14.4 g (0.33 mol) of 55% sodium hydride/oil dispersion is added in batches. The resulting jelly-like precipitate is stirred for 2 hours at ambient temperature. Then 38 g=34.4 ml (0.3 mol) of benzyl chloride are added dropwize, the mixture is stirred for 2 hours at ambient temperature and then poured onto ice water. The aqueous phase is extracted twice with ethyl acet... Reactants: C(C1=CC=CC=C1)Cl (benzyl chloride), CN(C(N(C)C)=O)C (tetramethyl urea), [H-].[Na+] (sodium hydride), C1(CCCCCN1)=O (caprolactam). Conditions: time 2 hour. Reaction SMILES: [C:1]1(=[O:8])[NH:7][CH2:6][CH2:5][CH2:4][CH2:3][CH2:2]1.CN(C)C(=O)N(C)C.[H-].[Na+].[CH2:19](Cl)[C:20]1[CH:25]=[CH:24][CH:23]=[CH:22][CH:21]=1>CS(C)=O>[CH2:19]([N:7]1[CH2:6][CH2:5][CH2:4][CH2:3][CH2:2][C:1]1=[O:8])[C:20]1[CH:25]=[CH:24][CH:23]=[CH:22][CH:21]=1 |f:2.3|. The reactants are NC1=CC2=C(N(C(CO2)C(F)(F)F)CC(F)(F)F)C=C1 ((±)-7-amino-3,4-dihydro-4-(2,2,2-trifluoroethyl)-3-(trifluoromethyl)-2H-1,4-benzoxazine), CC(C(=O)Cl)(C)C (trimethylacetyl chloride), N1=CC=CC=C1 (pyridine), CCOC(=O)C (EtOAc). Conditions: time 12 hour. The product is FC(CN1C(COC2=C1C=CC(=C2)NC(CC(C)(C)C)=O)C(F)(F)F)(F)F ((±)-3,4-dihydro-4-(2,2,2-trifluoroethyl)-3-(trifluoromethyl)-7-(trimethylpropionamido)-2H-1,4-benzoxazine). Isolated yield 89.0%. RXN SMILES: [NH2:1][C:2]1[CH:20]=[CH:19][C:5]2[N:6]([CH2:14][C:15]([F:18])([F:17])[F:16])[CH:7]([C:10]([F:13])([F:12])[F:11])[CH2:8][O:9][C:4]=2[CH:3]=1.[CH3:21][C:22]([CH3:27])([CH3:26])[C:23](Cl)=O.N1C=CC=CC=1.C[CH2:35][O:36]C(C)=O>>[F:16][C:15]([F:18])([F:17])[CH2:14][N:6]1[C:5]2[CH:19]=[CH:20][C:2]([NH:1][C:35](=[O:36])[CH2:23][C:22]([CH3:27])([CH3:26])[CH3:21])=[CH:3][C:4]=2[O:9][CH2:8][CH:7]1[C:10]([F:11])([F:12])[F:13]. Reported procedure: To a solution of (±)-7-amino-3,4-dihydro-4-(2,2,2-trifluoroethyl)-3-(trifluoromethyl)-2H-1,4-benzoxazine (140 mg, 0.47 mmol) in 5 mL EtOAc was added trimethylacetyl chloride (0.085 mL, 0.70 mmol) and anhydrous pyridine (0.056 mL, 0.70 mmol). The solution was allowed to stir at rt for 12 h. The solution was then washed sequentially with saturated sodium bisulfate (2×10 mL), copper sulfate (10 mL) and brine (10 mL). The organic phase was dried with anhydrous magnesium sulfate, filtered and the sol... Starting materials: O=C([O-])[O-], CCCC, [K+], [K+], CN(C)C=O, O=S(=O)(O)Cl, NCCc1nc(-c2ccc(-c3ccccc3)cc2)c[nH]1. RXN SMILES: [C:30](=[O:31])([O-:32])[O-:33].[CH3:26][CH2:27][CH2:28][CH3:29].[K+:34].[K+:35].[O:36]=[CH:37][N:38]([CH3:39])[CH3:40].[S:21](=[O:22])([Cl:23])([OH:24])=[O:25].[c:1]1(-[c:15]2[cH:16][cH:17][cH:18][cH:19][cH:20]2)[cH:2][cH:3][c:4](-[c:7]2[n:8][c:9]([CH2:12][CH2:13][NH2:14])[nH:10][cH:11]2)[cH:5][cH:6]1>>[c:1]1(-[c:15]2[cH:16][cH:17][cH:18][cH:19][cH:20]2)[cH:2][cH:3][c:4](-[c:7]2[n:8][c:9]([CH2:12][CH2:13][NH:14][S:21](=[O:22])(=[O:24])[CH2:26][CH2:27][CH2:28][CH3:29])[nH:10][cH:11]2)[cH:5][cH:6]1. The product is CCCCS(=O)(=O)NCCc1nc(-c2ccc(-c3ccccc3)cc2)c[nH]1. Starting materials: C(C)OC(=O)C(CN(C)C)CN(C)C (Ethyl-1,3-bis (dimethylamino)-propane-2-carboxylate), C1(=CC=CC=C1)NN (phenyl-hydrazine), CC([O-])C.[Na+] (sodium isopropoxide). The solvent is C(C)(C)O (isopropanol). The product is CN(C)CC1C(NN(C1)C1=CC=CC=C1)=O (4-Dimethylaminomethyl-1-phenylpyrazolidin-3-one). As a reaction SMILES: C([O:3][C:4]([CH:6]([CH2:11]N(C)C)[CH2:7][N:8]([CH3:10])[CH3:9])=O)C.[C:15]1([NH:21][NH2:22])[CH:20]=[CH:19][CH:18]=[CH:17][CH:16]=1.CC(C)[O-].[Na+]>C(O)(C)C>[CH3:9][N:8]([CH2:7][CH:6]1[CH2:11][N:21]([C:15]2[CH:20]=[CH:19][CH:18]=[CH:17][CH:16]=2)[NH:22][C:4]1=[O:3])[CH3:10] |f:2.3|. Reported procedure: Ethyl-1,3-bis (dimethylamino)-propane-2-carboxylate (20.2g) was added in one portion to a boiling mixture of phenyl-hydrazine (10.8g) and sodium isopropoxide (2.3g of sodium) in isopropanol. The solution was boiled under reflux for 30 minutes and the product (13.6g, 62%) was recovered in a manner similar to that described in Example 16. The product was identified as 4-dimethylaminomethyl-1-phenylpyrazolidin-3-one (melting point 117°-8° C) from its infrared spectrum. The reactants are CN(C)C=O, BrCC1CC1, O=C(c1ccc2[nH]c(C(=O)N3CCC(F)(F)CC3)cc2c1)N1CCC(N2CCCC2)CC1, [H-], [Na+]. Yields the product O=C(c1ccc2c(c1)cc(C(=O)N1CCC(F)(F)CC1)n2CC1CC1)N1CCC(N2CCCC2)CC1. As a reaction SMILES: [CH3:40][N:41]([CH3:42])[CH:43]=[O:44].[CH:35]1([CH2:38][Br:39])[CH2:36][CH2:37]1.[F:1][C:2]1([F:32])[CH2:3][CH2:4][N:5]([C:8](=[O:9])[c:10]2[nH:11][c:12]3[cH:13][cH:14][c:15]([C:19](=[O:20])[N:21]4[CH2:22][CH2:23][CH:24]([N:27]5[CH2:28][CH2:29][CH2:30][CH2:31]5)[CH2:25][CH2:26]4)[cH:16][c:17]3[cH:18]2)[CH2:6][CH2:7]1.[H-:33].[Na+:34]>>[F:1][C:2]1([F:32])[CH2:3][CH2:4][N:5]([C:8](=[O:9])[c:10]2[n:11]([CH2:38][CH:35]3[CH2:36][CH2:37]3)[c:12]3[cH:13][cH:14][c:15]([C:19](=[O:20])[N:21]4[CH2:22][CH2:23][CH:24]([N:27]5[CH2:28][CH2:29][CH2:30][CH2:31]5)[CH2:25][CH2:26]4)[cH:16][c:17]3[cH:18]2)[CH2:6][CH2:7]1.